From a dataset of the Open Reaction Database (ORD), a public repository of structured organic reaction records. describe an organic reaction: reactants, conditions, products, and yield Starting materials: ClC=1C=C2C=CC(=CC2=CC1)S(=O)(=O)N1CC(N(CC1)NC1CCN(CC1)C1=CC=NC=C1)=O (4-(6-Chloronaphthalene-2-sulfonyl)-1-[1-(4-pyridyl)-4-piperidinylamino]-2-piperazinone), C=O (formaldehyde), aqueous solution, [OH-].[Na+] (sodium hydroxide). The solvent is aqueous solution, C(=O)O (formic acid). Yields the product ClC=1C=C2C=CC(=CC2=CC1)S(=O)(=O)N1CC(N(CC1)N(C1CCN(CC1)C1=CC=NC=C1)C)=O (4-(6-Chloronaphthalene-2-sulfonyl)-1-{methyl[1-(4-pyridyl)-4-piperidinyl]amino}-2-piperazinone). As a reaction SMILES: [Cl:1][C:2]1[CH:3]=[C:4]2[C:9](=[CH:10][CH:11]=1)[CH:8]=[C:7]([S:12]([N:15]1[CH2:20][CH2:19][N:18]([NH:21][CH:22]3[CH2:27][CH2:26][N:25]([C:28]4[CH:33]=[CH:32][N:31]=[CH:30][CH:29]=4)[CH2:24][CH2:23]3)[C:17](=[O:34])[CH2:16]1)(=[O:14])=[O:13])[CH:6]=[CH:5]2.[OH-].[Na+].[CH2:37]=O>C(O)=O>[Cl:1][C:2]1[CH:3]=[C:4]2[C:9](=[CH:10][CH:11]=1)[CH:8]=[C:7]([S:12]([N:15]1[CH2:20][CH2:19][N:18]([N:21]([CH3:37])[CH:22]3[CH2:27][CH2:26][N:25]([C:28]4[CH:33]=[CH:32][N:31]=[CH:30][CH:29]=4)[CH2:24][CH2:23]3)[C:17](=[O:34])[CH2:16]1)(=[O:13])=[O:14])[CH:6]=[CH:5]2 |f:1.2|. Reported procedure: (Method C) 4-(6-Chloronaphthalene-2-sulfonyl)-1-[1-(4-pyridyl)-4-piperidinylamino]-2-piperazinone (90 mg) was dissolved in a 37% aqueous solution of formaldehyde (2.9 ml) and formic acid (1.4 ml) and refluxed for 15 hours. The reaction mixture was cooled, made alkaline by adding a 1N aqueous solution of sodium hydroxide, extracted with dichloromethane, dried and concentrated. The residue obtained was purified by a column chromatography (dichloromethane: 10% aqueous ammonia-containing methanol=20... Reactants: COC(=O)c1cccc(OC)c1CBr, C[O-], CO, [Na+]. The product is COCc1c(OC)cccc1C(=O)OC. Reaction SMILES: [Br:1][CH2:2][c:3]1[c:4]([C:5](=[O:6])[O:7][CH3:8])[cH:9][cH:10][cH:11][c:12]1[O:13][CH3:14].[CH3:15][O-:16].[CH3:18][OH:19].[Na+:17]>>[CH2:2]([c:3]1[c:4]([C:5](=[O:6])[O:7][CH3:8])[cH:9][cH:10][cH:11][c:12]1[O:13][CH3:14])[O:16][CH3:15]. Reactants: C1(=CC=CC=C1)P(C1=CC=CC=C1)C1=CC=CC=C1 (triphenylphosphine), CCOC(=O)/N=N/C(=O)OCC (diethylazodicarboxylate), BrC=1C=C(C(=CC1)Cl)O (3-Bromo-6-chlorophenol), C(C)(C)O (isopropanol). The solvent is C(Cl)Cl (CH2Cl2). Reaction conditions: time 10 minute. Product: BrC1=CC(=C(C=C1)Cl)OC(C)C (1-Bromo-3-isopropoxy-4-chlorobenzene). Reaction SMILES: [C:1]1(P(C2C=CC=CC=2)C2C=CC=CC=2)[CH:6]=CC=C[CH:2]=1.CCOC(/N=N/C(OCC)=O)=O.C(O)(C)C.[Br:36][C:37]1[CH:38]=[C:39]([OH:44])[C:40]([Cl:43])=[CH:41][CH:42]=1>C(Cl)Cl>[Br:36][C:37]1[CH:42]=[CH:41][C:40]([Cl:43])=[C:39]([O:44][CH:1]([CH3:6])[CH3:2])[CH:38]=1. Reported procedure: To 1.70 g (6.5 mmol) of triphenylphosphine in 25 mL of CH2Cl2 at 0° C. was added 1.14 g (6.5 mmol) of diethylazodicarboxylate. After 10 minutes, 390 mg (6.5 mmol) of isopropanol was added, followed rapidly by 1.03 g (5.0 mmol) of 3-Bromo-6-chlorophenol. The reaction was complete within three hours, and was partitioned between ether and water. The phases were separated, and the ether phase was diluted with hexanes and washed twice with 10% aqueous methanol and once with brine. The ether/hexanes p... Starting materials: ice, C(=O)([O-])[O-].[K+].[K+] (K2CO3), COC=1C=C2CCNC2=CC1 (5-methoxyindoline), BrCC1=CC(=CC=C1)C#N (α-bromo-m-tolunitrile). Run in CN(C)C=O (DMF), CN(C)C=O (DMF). Conditions: time 1 hour. The product is COC=1C=C2CCN(C2=CC1)CC1=CC(=CC=C1)C#N (α-(5-methoxy-1-indolinyl)-m-tolunitrile). Yield: 98.9%. As a reaction SMILES: C([O-])([O-])=O.[K+].[K+].[CH3:7][O:8][C:9]1[CH:10]=[C:11]2[C:15](=[CH:16][CH:17]=1)[NH:14][CH2:13][CH2:12]2.Br[CH2:19][C:20]1[CH:25]=[CH:24][CH:23]=[C:22]([C:26]#[N:27])[CH:21]=1>CN(C=O)C>[CH3:7][O:8][C:9]1[CH:10]=[C:11]2[C:15](=[CH:16][CH:17]=1)[N:14]([CH2:19][C:20]1[CH:25]=[CH:24][CH:23]=[C:22]([C:26]#[N:27])[CH:21]=1)[CH2:13][CH2:12]2 |f:0.1.2|. Reported procedure: An ice cold slurry of 5.89 g (42.6 mmole) of K2CO3 and 5.3 g (35.5 mmole) of 5-methoxyindoline in 55 ml of DMF was treated dropwise with a solution of 7.28 g (37.3 mmole) of α-bromo-m-tolunitrile in 50 ml of DMF. After stirring for 1 hour at room temperature, the reaction mixture was concentrated under high vacuum. The residue was partitioned between methylene chloride (250 ml) and water (250 ml). The organic layer was separated, washed with 5% NaOH (300 ml), brine (300 ml), dried over Na2SO4 an... The reactants are C1(=CC=CC=C1)NC(=O)NC1=CC=CC=C1 (N,N'-diphenylurea), [N+](=O)([O-])C1=CC=CC=C1 (nitrobenzene), [I-].[Cs+] (cesium iodide), CO (methanol), [C]=O (carbon monoxide), [N+](=O)([O-])C1=CC=CC=C1 (nitrobenzene), [C]=O (carbon monooxide), C1(=CC=CC=C1)NC(=O)NC1=CC=CC=C1 (N,N'-diphenylurea). The reagents and catalysts are [Pd](Cl)Cl (palladium chloride). Conditions: time 4 hour. Yields the product C1(=CC=CC=C1)NC(OC)=O (methyl N-phenylcarbamate). Reaction SMILES: C1(N[C:8](NC2C=CC=CC=2)=[O:9])C=CC=CC=1.[N+:17]([C:20]1[CH:25]=[CH:24][CH:23]=[CH:22][CH:21]=1)([O-])=O.[I-].[Cs+].[C]=O.[CH3:30][OH:31]>[Pd](Cl)Cl>[C:20]1([NH:17][C:8](=[O:9])[O:31][CH3:30])[CH:25]=[CH:24][CH:23]=[CH:22][CH:21]=1 |f:2.3,^3:27|. Procedure details: In a 200 ml stirring type autoclave were charged 30 mmols of N,N'-diphenylurea, 15 mmols of nitrobenzene, 50 ml of methanol, 0.5 mmol of palladium chloride and 5 mmols of cesium iodide. After the air inside the autoclave had been replaced with carbon monoxide, carbon monooxide was pressurized into the autoclave to 120 Kg/cm2, and the reaction was carried out at 180° C. for 4 hours with stirring. As the result of analysis of the reaction solution obtained, the conversions of N,N'-diphenylurea and... Reactants: FC1=C(OC2=C(C=C(C=C2)[N+](=O)[O-])C=2C(=CC(N(C2)C)=O)F)C=CC(=C1)F (5-[2-(2,4-difluorophenoxy)-5-nitrophenyl]-4-fluoro-1-methylpyridin-2-one), [Cl-].[NH4+] (ammonium chloride), O (water), C(C)O (ethanol). Reagents/catalysts: [Fe] (iron). The solvent is C1CCOC1 (THF). Run at temperature 50 celsius. Yields the product NC=1C=CC(=C(C1)C=1C(=CC(N(C1)C)=O)F)OC1=C(C=C(C=C1)F)F (5-[5-amino-2-(2,4-difluorophenoxyl)phenyl]-4-fluoro-1-methylpyridin-2-one). The yield is 90.2%. RXN SMILES: [F:1][C:2]1[CH:26]=[C:25]([F:27])[CH:24]=[CH:23][C:3]=1[O:4][C:5]1[CH:10]=[CH:9][C:8]([N+:11]([O-])=O)=[CH:7][C:6]=1[C:14]1[C:15]([F:22])=[CH:16][C:17](=[O:21])[N:18]([CH3:20])[CH:19]=1.[Cl-].[NH4+].O.C(O)C>C1COCC1.[Fe]>[NH2:11][C:8]1[CH:9]=[CH:10][C:5]([O:4][C:3]2[CH:23]=[CH:24][C:25]([F:27])=[CH:26][C:2]=2[F:1])=[C:6]([C:14]2[C:15]([F:22])=[CH:16][C:17](=[O:21])[N:18]([CH3:20])[CH:19]=2)[CH:7]=1 |f:1.2|. Reported procedure: A mixture of 5-[2-(2,4-difluorophenoxy)-5-nitrophenyl]-4-fluoro-1-methylpyridin-2-one (90 mg, 0.24 mmol), ammonium chloride (26 mg, 0.48 mmol), iron powder (67 mg, 1.2 mmol) suspended in THF (500 μL), water (180 μL) and ethanol (500 μL) was heated to 100° C. using microwave irradiation (normal) for 3 h. The crude reaction mixture was filtered through a short plug of celite and the celite plug was washed with heated (50° C.) MeOH (˜10 mL). The resulting filtrate was concentrated in vacuo. The res... Reactants: B(Br)(Br)Br (boron tribromide), COC1=CC=C(C=C1)CC(CNC1=NC(=C(C(N1C)=O)C1=CC2=CC=CC=C2C=C1)C1=CC=NC=C1)=O (2-[3-(4-methoxy-phenyl)-2-oxo-propylamino]-3-methyl-5-naphthalen-2-yl-6-pyridin-4-yl-3H-pyrimidin-4-one), [2H]C(C#N)([2H])[2H].[2H]O[2H] (CD3CN D2O). Run in ClCCl (dichloromethane), ClCCl (dichloromethane). Run at temperature 0 celsius, time 18 hour. The product is OC1=CC=C(C=C1)CC(CNC1=NC(=C(C(N1C)=O)C1=CC2=CC=CC=C2C=C1)C1=CC=NC=C1)=O (2-[3-(4-Hydroxy-phenyl)-2-oxo-propylamino]-3-methyl-5-naphthalen-2-yl-6-pyridin-4-yl-3H-pyrimidin-4-one). Reaction SMILES: C[O:2][C:3]1[CH:8]=[CH:7][C:6]([CH2:9][C:10](=[O:37])[CH2:11][NH:12][C:13]2[N:18]([CH3:19])[C:17](=[O:20])[C:16]([C:21]3[CH:30]=[CH:29][C:28]4[C:23](=[CH:24][CH:25]=[CH:26][CH:27]=4)[CH:22]=3)=[C:15]([C:31]3[CH:36]=[CH:35][N:34]=[CH:33][CH:32]=3)[N:14]=2)=[CH:5][CH:4]=1.B(Br)(Br)Br.[2H]C([2H])([2H])C#N.[2H]O[2H]>ClCCl>[OH:2][C:3]1[CH:8]=[CH:7][C:6]([CH2:9][C:10](=[O:37])[CH2:11][NH:12][C:13]2[N:18]([CH3:19])[C:17](=[O:20])[C:16]([C:21]3[CH:30]=[CH:29][C:28]4[C:23](=[CH:24][CH:25]=[CH:26][CH:27]=4)[CH:22]=3)=[C:15]([C:31]3[CH:32]=[CH:33][N:34]=[CH:35][CH:36]=3)[N:14]=2)=[CH:5][CH:4]=1 |f:2.3|. Procedure details: To a chilled (0° C.) stirring solution of 2-[3-(4-methoxy-phenyl)-2-oxo-propylamino]-3-methyl-5-naphthalen-2-yl-6-pyridin-4-yl-3H-pyrimidin-4-one (250 mg, 0.21 mmol ) in 20 mL dichloromethane under an atmosphere of nitrogen was added boron tribromide (39 μL, 0.42 mmol) in 0.4 mL of dichloromethane. The resulting precipitate was stirred for 18 h warming to room temperature. The solvent was removed under reduced pressure, then the product was dissolved in 4 mL methanol. The product was purified on...